Dataset: the Open Reaction Database (ORD), a public repository of structured organic reaction records. Task: describe an organic reaction: reactants, conditions, products, and yield Reactants: BrC(Br)(Br)Br, Cc1cc(CO)cc2cn(COCC[Si](C)(C)C)nc12, CCCCC, C1CCOC1, c1ccc(P(c2ccccc2)c2ccccc2)cc1. Yields the product Cc1cc(CBr)cc2cn(COCC[Si](C)(C)C)nc12. Reaction SMILES: [C:21]([Br:22])([Br:23])([Br:24])[Br:25].[CH3:1][c:2]1[cH:3][c:4]([CH2:19][OH:20])[cH:5][c:6]2[cH:7][n:8]([CH2:11][O:12][CH2:13][CH2:14][Si:15]([CH3:16])([CH3:17])[CH3:18])[n:9][c:10]12.[CH3:50][CH2:51][CH2:52][CH2:53][CH3:54].[O:45]1[CH2:46][CH2:47][CH2:48][CH2:49]1.[c:26]1([P:27]([c:28]2[cH:29][cH:30][cH:31][cH:32][cH:33]2)[c:34]2[cH:35][cH:36][cH:37][cH:38][cH:39]2)[cH:40][cH:41][cH:42][cH:43][cH:44]1>>[CH3:1][c:2]1[cH:3][c:4]([CH2:19][Br:22])[cH:5][c:6]2[cH:7][n:8]([CH2:11][O:12][CH2:13][CH2:14][Si:15]([CH3:16])([CH3:17])[CH3:18])[n:9][c:10]12. The reactants are CCCCCCCCCCBr, O=C([O-])[O-], CCOC(C)=O, CN(C)C=O, [K+], [K+], COC(=O)c1cn[nH]c1. Yields the product CCCCCCCCCCn1cc(C(=O)OC)cn1. As a reaction SMILES: [Br:16][CH2:17][CH2:18][CH2:19][CH2:20][CH2:21][CH2:22][CH2:23][CH2:24][CH2:25][CH3:26].[C:10](=[O:11])([O-:12])[O-:13].[CH3:27][CH2:28][O:29][C:30](=[O:31])[CH3:32].[CH3:33][N:34]([CH3:35])[CH:36]=[O:37].[K+:14].[K+:15].[nH:1]1[n:2][cH:3][c:4]([C:6](=[O:7])[O:8][CH3:9])[cH:5]1>>[n:1]1([CH2:17][CH2:18][CH2:19][CH2:20][CH2:21][CH2:22][CH2:23][CH2:24][CH2:25][CH3:26])[n:2][cH:3][c:4]([C:6](=[O:7])[O:8][CH3:9])[cH:5]1. The reactants are C1(=CC(=CC=C1)CN1C(=CC2=C(C=CC=C12)O)C)C1=CC=CC=C1 (1-([1,1'-biphenyl]-3-ylmethyl)-4-hydroxy-2-methyl-1H-indole), [H-].[Na+] (NaH), BrCC(=O)OC (methyl bromoacetate). Yields the product COC(COC1=C2C=C(N(C2=CC=C1)CC1=CC=C(C=C1)C1=CC=CC=C1)C)=O ([[1-([1,1'-biphenyl]-4-ylmethyl)-2-methyl-1H-indol-4-yl]oxy]acetic acid methyl ester). The yield is 125.0%. As a reaction SMILES: [C:1]1(C2C=CC=CC=2)[CH:6]=[CH:5][CH:4]=[C:3]([CH2:7][N:8]2[C:16]3[C:11](=[C:12]([OH:17])[CH:13]=[CH:14][CH:15]=3)[CH:10]=[C:9]2[CH3:18])[CH:2]=1.[H-].[Na+].Br[CH2:28][C:29]([O:31][CH3:32])=[O:30]>>[CH3:32][O:31][C:29](=[O:30])[CH2:28][O:17][C:12]1[CH:13]=[CH:14][CH:15]=[C:16]2[C:11]=1[CH:10]=[C:9]([CH3:18])[N:8]2[CH2:7][C:3]1[CH:4]=[CH:5][C:6]([C:1]2[CH:6]=[CH:5][CH:4]=[CH:3][CH:2]=2)=[CH:1][CH:2]=1 |f:1.2|. Reported procedure: Using the procedure described in Example 1, Part E, 1-([1,1'-biphenyl]-3-ylmethyl)-4-hydroxy-2-methyl-1H-indole (970 mg, 3.1 mmol) was treated with 124 mg (3.1 mmol) of 60% NaH/mineral oil and then 0.29 mL (3.1 mmol) of methyl bromoacetate. The product was purified by chromatography over silica gel eluting with 20% EtOAc/hexane, to give 747 mg (63% yield) of [[1-([1,1'-biphenyl]-4-ylmethyl)-2-methyl-1H-indol-4-yl]oxy]acetic acid methyl ester, 164°-167° C. Reactants: O=C[C@H](O)[C@@H](O)[C@@H](O)[C@H](O)CO (galactose). Solvent: O (water). The product is C([C@H](O)[C@@H](O)[C@@H](O)[C@H](O)CO)O (D-galactitol). Reaction SMILES: [O:1]=[CH:2][C@@H:3]([C@H:5]([C@H:7]([C@@H:9]([CH2:11][OH:12])[OH:10])[OH:8])[OH:6])[OH:4]>O>[CH2:11]([OH:12])[C@@H:9]([C@H:7]([C@H:5]([C@@H:3]([CH2:2][OH:1])[OH:4])[OH:6])[OH:8])[OH:10]. Procedure details: The galactose obtained from Example 2 above is redissolved in water and catalytic hydrogenation and crystallization are performed as under (c) above. D-galactitol is obtained in the form of white crystals. Reactants: 13.6, BrCC(=O)C1=C(C=C(C=C1)Cl)Cl (2-bromo-1-(2,4-dichlorophenyl)-1-ethanone), C1(=CC=CC=C1)SCC(CO)O (3-(phenylthio)-1,2-propanediol), CC1=CC=C(C=C1)S(=O)(=O)O (4-methylbenzenesulfonic acid), C(CCC)O (butanol). The solvent is C1=CC=CC=C1 (benzene), O (water). The product is BrCC1(OCC(O1)CSC1=CC=CC=C1)C1=C(C=C(C=C1)Cl)Cl (2-(bromomethyl)-2-(2,4-dichlorophenyl)-4-(phenylthiomethyl)-1,3-dioxolane). As a reaction SMILES: [Br:1][CH2:2][C:3]([C:5]1[CH:10]=[CH:9][C:8]([Cl:11])=[CH:7][C:6]=1[Cl:12])=[O:4].[C:13]1([S:19][CH2:20][CH:21]([OH:24])[CH2:22]O)[CH:18]=[CH:17][CH:16]=[CH:15][CH:14]=1.CC1C=CC(S(O)(=O)=O)=CC=1.C(O)CCC>O.C1C=CC=CC=1>[Br:1][CH2:2][C:3]1([C:5]2[CH:10]=[CH:9][C:8]([Cl:11])=[CH:7][C:6]=2[Cl:12])[O:24][CH:21]([CH2:20][S:19][C:13]2[CH:18]=[CH:17][CH:16]=[CH:15][CH:14]=2)[CH2:22][O:4]1. Reported procedure: A mixture of 13.6 parts of 2-bromo-1-(2,4-dichlorophenyl)-1-ethanone, 11.1 parts of 3-(phenylthio)-1,2-propanediol, 3 parts of 4-methylbenzenesulfonic acid, 80 parts of butanol and 180 parts of benzene is stirred and refluxed for 24 hours with water-separator. The reaction mixture is evaporated and the residue is dissolved in trichloromethane. The solution is stirred with silica gel for 30 minutes. The latter is filtered off and the filtrate is evaporated, yielding A + B 2-(bromomethyl)-2-(2,4-d... The reactants are COC(=O)c1ccc(S(=O)(=O)n2cc(C3=CCCC3)c3ccccc32)cc1, CCOC(C)=O, CCO, [H][H]. The product is COC(=O)c1ccc(S(=O)(=O)n2cc(C3CCCC3)c3ccccc32)cc1. Reaction SMILES: [CH3:1][O:2][C:3]([c:4]1[cH:5][cH:6][c:7]([S:10](=[O:11])(=[O:12])[n:13]2[cH:14][c:15]([C:22]3=[CH:23][CH2:24][CH2:25][CH2:26]3)[c:16]3[cH:17][cH:18][cH:19][cH:20][c:21]23)[cH:8][cH:9]1)=[O:27].[CH3:28][CH2:29][O:30][C:31](=[O:32])[CH3:33].[CH3:36][CH2:37][OH:38].[H:34][H:35]>>[CH3:1][O:2][C:3]([c:4]1[cH:5][cH:6][c:7]([S:10](=[O:11])(=[O:12])[n:13]2[cH:14][c:15]([CH:22]3[CH2:23][CH2:24][CH2:25][CH2:26]3)[c:16]3[cH:17][cH:18][cH:19][cH:20][c:21]23)[cH:8][cH:9]1)=[O:27].